This data is from the Open Reaction Database (ORD), a public repository of structured organic reaction records. The task is: describe an organic reaction: reactants, conditions, products, and yield The reactants are CCN(C(C)C)C(C)C, CC1CO1, CN([SiH](C)C)[Si](C)(C)C, CI, CO, COCCOCCOC, CCC(CCN)P(O)O. Yields the product CCC(CCN)P(C)(=O)O. Reaction SMILES: [CH2:19]([N:20]([CH:21]([CH3:22])[CH3:23])[CH:24]([CH3:25])[CH3:26])[CH3:27].[CH2:30]1[O:31][CH:32]1[CH3:33].[CH3:10][SiH:11]([CH3:12])[N:13]([CH3:14])[Si:15]([CH3:16])([CH3:17])[CH3:18].[CH3:28][I:29].[CH3:34][OH:35].[CH3:36][O:37][CH2:38][CH2:39][O:40][CH2:41][CH2:42][O:43][CH3:44].[NH2:1][CH2:2][CH2:3][CH:4]([CH2:5][CH3:6])[P:7]([OH:8])[OH:9]>>[NH2:1][CH2:2][CH2:3][CH:4]([CH2:5][CH3:6])[P:7]([OH:8])(=[O:9])[CH3:10]. Starting materials: N(=[N+]=[N-])CCOCCOCCOCCOC1CCN(CC1)C1=CC(=C(C(=C1)C)C=1N=C(SC1)NC(C1=CC=NC=C1)=O)C (N-(4-(4-(4-(2-(2-(2-(2-azidoethoxyl)ethoxy)ethoxy)ethoxy)piperidin-1-yl)-2,6-dimethylphenyl)thiazol-2-yl)isonicotinamide). Reagents/catalysts: [Pd] (Pd/C). The solvent is CCO (EtOH). Run at time 8 hour. The product is NCCOCCOCCOCCOC1CCN(CC1)C1=CC(=C(C(=C1)C)C=1N=C(SC1)NC(C1=CC=NC=C1)=O)C (N-(4-(4-(4-(2-(2-(2-(2-amino ethoxy)ethoxy)ethoxy)ethoxy)piperidin-1-yl)-2,6-dimethylphenyl)thiazol-2-yl)isonicotinamide). Yield: 24.5%. Reaction SMILES: [N:1]([CH2:4][CH2:5][O:6][CH2:7][CH2:8][O:9][CH2:10][CH2:11][O:12][CH2:13][CH2:14][O:15][CH:16]1[CH2:21][CH2:20][N:19]([C:22]2[CH:27]=[C:26]([CH3:28])[C:25]([C:29]3[N:30]=[C:31]([NH:34][C:35](=[O:42])[C:36]4[CH:41]=[CH:40][N:39]=[CH:38][CH:37]=4)[S:32][CH:33]=3)=[C:24]([CH3:43])[CH:23]=2)[CH2:18][CH2:17]1)=[N+]=[N-]>CCO.[Pd]>[NH2:1][CH2:4][CH2:5][O:6][CH2:7][CH2:8][O:9][CH2:10][CH2:11][O:12][CH2:13][CH2:14][O:15][CH:16]1[CH2:17][CH2:18][N:19]([C:22]2[CH:27]=[C:26]([CH3:28])[C:25]([C:29]3[N:30]=[C:31]([NH:34][C:35](=[O:42])[C:36]4[CH:41]=[CH:40][N:39]=[CH:38][CH:37]=4)[S:32][CH:33]=3)=[C:24]([CH3:43])[CH:23]=2)[CH2:20][CH2:21]1. Procedure details: To a solution of N-(4-(4-(4-(2-(2-(2-(2-azidoethoxyl)ethoxy)ethoxy)ethoxy)piperidin-1-yl)-2,6-dimethylphenyl)thiazol-2-yl)isonicotinamide (4.7 mg, 0.0077 mmol) in EtOH (1 mL) was added Pd/C (10% Pd, 3 mg). The mixture was hydrogenated overnight at room temperature under 1 atm H2 pressure. The mixture was then filtered through a pad of celite and concentrated to give N-(4-(4-(4-(2-(2-(2-(2-amino ethoxy)ethoxy)ethoxy)ethoxy)piperidin-1-yl)-2,6-dimethylphenyl)thiazol-2-yl)isonicotinamide (1.1 mg, y... Reactants: CCCCCCCN(CCc1ccccc1)C(=O)Cc1ccc(OCc2ccccc2C(=O)OC)cc1, CCO, [K+], [OH-]. Product: CCCCCCCN(CCc1ccccc1)C(=O)Cc1ccc(OCc2ccccc2C(=O)O)cc1. Reaction SMILES: [CH2:1]([CH2:2][CH2:3][CH2:4][CH2:5][CH2:6][CH3:7])[N:8]([C:9]([CH2:10][c:11]1[cH:12][cH:13][c:14]([O:15][CH2:16][c:17]2[c:18]([C:19](=[O:20])[O:21][CH3:22])[cH:23][cH:24][cH:25][cH:26]2)[cH:27][cH:28]1)=[O:29])[CH2:30][CH2:31][c:32]1[cH:33][cH:34][cH:35][cH:36][cH:37]1.[CH3:40][CH2:41][OH:42].[K+:39].[OH-:38]>>[CH2:1]([CH2:2][CH2:3][CH2:4][CH2:5][CH2:6][CH3:7])[N:8]([C:9]([CH2:10][c:11]1[cH:12][cH:13][c:14]([O:15][CH2:16][c:17]2[c:18]([C:19](=[O:20])[OH:21])[cH:23][cH:24][cH:25][cH:26]2)[cH:27][cH:28]1)=[O:29])[CH2:30][CH2:31][c:32]1[cH:33][cH:34][cH:35][cH:36][cH:37]1. Starting materials: olefins, C4, C5, C(=C)C1=C(C=CC=C1)C (vinyltoluene), C=CC1=CC=CC=C1 (styrene), C1C=CC2=CC=CC=C12 (indene), olefins, C5, C4, aliphatic petroleum resins, aromatic hydrocarbon, aromatic unsaturated hydrocarbons, C(=C)C1=C(C=CC=C1)C (vinyltoluene). Run in petroleum. The product is C(=C)C1=C(C=CC=C1)C (vinyltoluene), C1C=CC2C1C3CC2C=C3 (dicyclopentadiene). As a reaction SMILES: [CH2:1]=CC1C=CC=CC=1.[CH2:9]1[C:17]2[C:12](=[CH:13][CH:14]=[CH:15][CH:16]=2)[CH:11]=[CH:10]1.[CH:18]([C:20]1[CH:25]=[CH:24][CH:23]=[CH:22][C:21]=1[CH3:26])=[CH2:19]>>[CH:11]([C:12]1[CH:13]=[CH:14][CH:15]=[CH:16][C:17]=1[CH3:9])=[CH2:10].[CH2:26]1[CH:21]2[CH:22]3[CH:23]=[CH:24][CH:25]([CH:20]2[CH:18]=[CH:19]1)[CH2:1]3. Reported procedure: As the petroleum resin (hydrocarbon resin) that can be used in the present invention, there can be used a resin having a softening point of 30° to 140° C., which is obtained by polymerizing isopropenyltoluene alone, or by copolymerizing 100 parts by weight of isopropenyltoluene with up to 100 parts by weight, preferably 5 to 100 parts by weight of a fraction selected from fractions containing unsaturated hydrocarbon fractions having 4 and/or 5 carbon atoms (C4 and/or C5 fractions), obtained as b... The reactants are F[B-](F)(F)F, CC(C)C(=O)O, CS(=O)(=O)c1ccc(-c2ccc(OCC3CCN(C(=O)NN)CC3)cn2)cc1, CCN(C(C)C)C(C)C, CN(C)C=O, O, On1nnc2ccccc21, CN(C)C(On1nnc2ccccc21)=[N+](C)C. Yields the product CC(C)C(=O)NNC(=O)N1CCC(COc2ccc(-c3ccc(S(C)(=O)=O)cc3)nc2)CC1. As a reaction SMILES: [B-:1]([F:2])([F:3])([F:4])[F:5].[CH3:33][CH:34]([CH3:35])[C:36]([OH:37])=[O:38].[CH3:48][S:49](=[O:50])(=[O:51])[c:52]1[cH:53][cH:54][c:55](-[c:58]2[cH:59][cH:60][c:61]([O:64][CH2:65][CH:66]3[CH2:67][CH2:68][N:69]([C:72](=[O:73])[NH:74][NH2:75])[CH2:70][CH2:71]3)[cH:62][n:63]2)[cH:56][cH:57]1.[CH:39]([N:40]([CH:41]([CH3:42])[CH3:43])[CH2:44][CH3:45])([CH3:46])[CH3:47].[O:76]=[CH:77][N:78]([CH3:79])[CH3:80].[OH2:81].[OH:23][n:24]1[c:25]2[c:26]([cH:27][cH:28][cH:29][cH:30]2)[n:31][n:32]1.[n:6]1([O:7][C:8]([N:9]([CH3:10])[CH3:11])=[N+:12]([CH3:13])[CH3:14])[c:15]2[cH:16][cH:17][cH:18][cH:19][c:20]2[n:21][n:22]1>>[CH3:33][CH:34]([CH3:35])[C:36](=[O:38])[NH:75][NH:74][C:72]([N:69]1[CH2:68][CH2:67][CH:66]([CH2:65][O:64][c:61]2[cH:60][cH:59][c:58](-[c:55]3[cH:54][cH:53][c:52]([S:49]([CH3:48])(=[O:50])=[O:51])[cH:57][cH:56]3)[n:63][cH:62]2)[CH2:71][CH2:70]1)=[O:73]. Reactants: ClC1=NC=C(C(=N1)Cl)CNC1=CC=C(C=C1)OC ([(2,4-dichloropyrimidin-5-yl)methyl](4-methoxyphenyl)amine), COC(C)(C)C (tert-butyl methyl ether). Conditions: temperature 55 celsius. The product is C1(=CC=CC=C1)N=C=O (phenyl isocyanate). Reaction SMILES: ClC1N=C(Cl)C([CH2:9][NH:10][C:11]2[CH:16]=[CH:15][C:14](OC)=[CH:13][CH:12]=2)=CN=1.C[O:20]C(C)(C)C>>[C:11]1([N:10]=[C:9]=[O:20])[CH:16]=[CH:15][CH:14]=[CH:13][CH:12]=1. Procedure: A 500-mL, three-necked flask equipped with a mechanical stirrer, thermometer, condenser, and nitrogen-inlet bubbler was charged with [(2,4-dichloropyrimidin-5-yl)methyl](4-methoxyphenyl)amine (59.6 g, 209.7 mmol) (from Example 1d supra) and tert-butyl methyl ether (300 mL) (Aldrich). After heating to 55° C. to give a clear solution, phenyl isocyanate (27.48 g, 230.7 mmol) (Aldrich) was added and the mixture was heated to reflux for 10 hours. TLC analysis indicated essentially complete reaction. ... Reactants: C(C)(C)(C)OC(N[C@@H]1CN(CC1)S(=O)(=O)C1=CC2=C(N(C(=N2)C(C)(C)C)CC2CCC(CC2)(F)F)C=C1)=O (tert-butyl[(3S)-1-({2-tert-butyl-1-[(4,4-difluorocyclohexyl)methyl]-1H-benzimidazol-5-yl}sulfonyl)pyrrolidin-3-yl]carbamate), Cl (HCl). Run in O1CCOCC1 (dioxane). The product is C(C)(C)(C)C1=NC2=C(N1CC1CCC(CC1)(F)F)C=CC(=C2)S(=O)(=O)N2C[C@H](CC2)N ((3S)-1-({2-tert-butyl-1-[(4,4-difluorocyclohexyl)methyl]-1H-benzimidazol-5-yl}sulfonyl)pyrrolidin-3-amine). RXN SMILES: C(OC(=O)[NH:7][C@H:8]1[CH2:12][CH2:11][N:10]([S:13]([C:16]2[CH:37]=[CH:36][C:19]3[N:20]([CH2:27][CH:28]4[CH2:33][CH2:32][C:31]([F:35])([F:34])[CH2:30][CH2:29]4)[C:21]([C:23]([CH3:26])([CH3:25])[CH3:24])=[N:22][C:18]=3[CH:17]=2)(=[O:15])=[O:14])[CH2:9]1)(C)(C)C.Cl>O1CCOCC1>[C:23]([C:21]1[N:20]([CH2:27][CH:28]2[CH2:29][CH2:30][C:31]([F:34])([F:35])[CH2:32][CH2:33]2)[C:19]2[CH:36]=[CH:37][C:16]([S:13]([N:10]3[CH2:11][CH2:12][C@H:8]([NH2:7])[CH2:9]3)(=[O:15])=[O:14])=[CH:17][C:18]=2[N:22]=1)([CH3:26])([CH3:24])[CH3:25]. Procedure: Following the same procedure in Example 112, step B, using tert-butyl[(3S)-1-({2-tert-butyl-1-[(4,4-difluorocyclohexyl)methyl]-1H-benzimidazol-5-yl}sulfonyl)pyrrolidin-3-yl]carbamate (2.8 g, 5 mmol) (see the following step B for preparation), and 4N HCl in dioxane (50 mL). Yield: 2.0 g (82%). 1H NMR (400 MHz, METHANOL-D4) δ 1.45-1.56 (m, 3 H), 1.63 (s, 9 H), 1.65-1.80 (m, 4 H), 1.94-2.05 (m, 2 H), 3.10-3.18 (m, 1 H), 3.33-3.42 (m, 2 H), 3.46-3.54 (m, 1 H), 3.54-3.59 (m, 2 H), 3.70-3.80 (m, 1 H),...